describe an organic reaction: reactants, conditions, products, and yield From a dataset of the Open Reaction Database (ORD), a public repository of structured organic reaction records. Starting materials: [N+](=O)(O)[O-].[N+](=O)(O)[O-].COC=1C=C(C=CC1N1C=NC(=C1)C)NC(=N)N (N-[3-methoxy-4-(4-methyl-imidazol-1-yl)-phenyl]-guanidine dinitrate), CN(C=C(C(C(=O)OCC)=O)C)C (ethyl 4-dimethylamino-3-methyl-2-oxo-but-3-enoate). Yields the product COC=1C=C(C=CC1N1C=NC(=C1)C)NC1=NC=C(C(=N1)C(=O)OCC)C (Ethyl 2-[3-methoxy-4-(4-methyl-imidazol-1-yl)-phenylamino]-5-methyl-pyrimidine-4-carboxylate), solid. Isolated yield 8.0%. As a reaction SMILES: [N+]([O-])(O)=O.[N+]([O-])(O)=O.[CH3:9][O:10][C:11]1[CH:12]=[C:13]([NH:23][C:24]([NH2:26])=[NH:25])[CH:14]=[CH:15][C:16]=1[N:17]1[CH:21]=[C:20]([CH3:22])[N:19]=[CH:18]1.CN(C)[CH:29]=[C:30]([CH3:38])[C:31](=O)[C:32]([O:34][CH2:35][CH3:36])=[O:33]>>[CH3:9][O:10][C:11]1[CH:12]=[C:13]([NH:23][C:24]2[N:26]=[C:31]([C:32]([O:34][CH2:35][CH3:36])=[O:33])[C:30]([CH3:38])=[CH:29][N:25]=2)[CH:14]=[CH:15][C:16]=1[N:17]1[CH:21]=[C:20]([CH3:22])[N:19]=[CH:18]1 |f:0.1.2|. Procedure details: The title compound was prepared from N-[3-methoxy-4-(4-methyl-imidazol-1-yl)-phenyl]-guanidine dinitrate (298 mg, 0.8 mmol) and ethyl 4-dimethylamino-3-methyl-2-oxo-but-3-enoate (185 mg, 1.0 mmol) using in analogous manner the procedure described in example 139. Obtained as a white solid (30 mg, 8%). MS ISP (m/e): 368.2 [(M+H)+]. 1H NMR (CDCl3, 300 MHz): δ (ppm)=8.45 (s, 1H), 7.83 (d, 1H), 7.63 (s, 1H), 7.31 (s, 1H), 7.17 (d, 1H), 7.02 (dd, 1H), 6.87 (s, 1H), 4.46 (q, 2H), 3.89 (s, 3H), 2.41 (s,... The reactants are CN(C1=CC=C(C=O)C=C1)C (4-dimethylaminobenzaldehyde), C(C)OC1=CC=C(N)C=C1 (4-ethoxyaniline). The product is CN(C1=CC=C(C=C1)CNC1=CC=C(C=C1)OCC)C ([(4-dimethylaminophenyl)methyl](4-ethoxyphenyl)amine). Yield: 44.1%. Reaction SMILES: [CH3:1][N:2]([CH3:11])[C:3]1[CH:10]=[CH:9][C:6]([CH:7]=O)=[CH:5][CH:4]=1.[CH2:12]([O:14][C:15]1[CH:21]=[CH:20][C:18]([NH2:19])=[CH:17][CH:16]=1)[CH3:13]>>[CH3:1][N:2]([CH3:11])[C:3]1[CH:10]=[CH:9][C:6]([CH2:7][NH:19][C:18]2[CH:20]=[CH:21][C:15]([O:14][CH2:12][CH3:13])=[CH:16][CH:17]=2)=[CH:5][CH:4]=1. Procedure details: By the reaction and treatment in the same manner as in Preparation Example 1 using 4-dimethylaminobenzaldehyde (11 g) and 4-ethoxyaniline (10 g) as starting materials, [(4-dimethylaminophenyl)methyl](4-ethoxyphenyl)amine (8.7 g) was obtained. melting point: 98–99° C. Reaction SMILES: [CH3:1][S:2][C:3]1[CH:8]=[CH:7][C:6]([NH2:9])=[CH:5][C:4]=1[C:10]([F:13])([F:12])[F:11].[C:14]([O:18][C:19]([N:21]1[CH2:26][CH2:25][C:24](=O)[CH2:23][CH2:22]1)=[O:20])([CH3:17])([CH3:16])[CH3:15].C(O[BH-](OC(=O)C)OC(=O)C)(=O)C.[Na+]>ClCCl>[C:14]([O:18][C:19]([N:21]1[CH2:26][CH2:25][CH:24]([NH:9][C:6]2[CH:7]=[CH:8][C:3]([S:2][CH3:1])=[C:4]([C:10]([F:11])([F:12])[F:13])[CH:5]=2)[CH2:23][CH2:22]1)=[O:20])([CH3:17])([CH3:15])[CH3:16] |f:2.3|. Conditions: time 1 day. The product is C(C)(C)(C)OC(=O)N1CCC(CC1)NC1=CC(=C(C=C1)SC)C(F)(F)F (4-(4-methylsulfanyl-3-trifluoromethyl-phenylamino)-piperidine-1-carboxylic acid tert-butyl ester). Starting materials: CSC1=C(C=C(C=C1)N)C(F)(F)F (4-Methylsulfanyl-3-trifluoromethyl-phenylamine), C(C)(C)(C)OC(=O)N1CCC(CC1)=O (4-oxo-piperidine-1-carboxylic acid tert-butyl ester), C(C)(=O)O[BH-](OC(C)=O)OC(C)=O.[Na+] (sodium triacetoxyborohydride). Run in ClCCl (dichloromethane), ClCCl (dichloromethane). Procedure: 4-Methylsulfanyl-3-trifluoromethyl-phenylamine (828 mg; 4.00 mmol), 4-oxo-piperidine-1-carboxylic acid tert-butyl ester (876 mg; 4.40 mmol) and sodium triacetoxyborohydride (2.52 g; 12.00 mmol) are suspended in dichloromethane (18 mL) and the resulting mixture is stirred for 1 day. The suspension is then diluted with dichloromethane (50 mL) and is washed with water (30 mL) and aq. sat. ammonium chloride (3×30 mL). The organic phase is dried over magnesium sulphate, filtered and concentrated unde... Reactants: [S-]C#N.[K+] (potassium thiocyanate), ClC(=O)OCC (ethyl chloroformate), C(C)#N (acetonitrile), C(CCC)C1=CC(=C(N)C=C1)[N+](=O)[O-] (4-n-butyl-2-nitroaniline). Run in O (water). Run at temperature 15 celsius, time 1 hour. Product: C(C)OC(=O)NC(=S)NC1=C(C=C(C=C1)CCCC)[N+](=O)[O-] (1-ethoxycarbonyl-3-(4-n-butyl-2-nitrophenyl)thiourea). Yield: 84.5%. Reaction SMILES: [S-:1][C:2]#[N:3].[K+].Cl[C:6]([O:8][CH2:9][CH3:10])=[O:7].C(#N)C.[CH2:14]([C:18]1[CH:24]=[CH:23][C:21]([NH2:22])=[C:20]([N+:25]([O-:27])=[O:26])[CH:19]=1)[CH2:15][CH2:16][CH3:17]>O>[CH2:9]([O:8][C:6]([NH:3][C:2]([NH:22][C:21]1[CH:23]=[CH:24][C:18]([CH2:14][CH2:15][CH2:16][CH3:17])=[CH:19][C:20]=1[N+:25]([O-:27])=[O:26])=[S:1])=[O:7])[CH3:10] |f:0.1|. Procedure: Dry potassium thiocyanate (18.5 g), ethyl chloroformate (15.6 g) and dry acetonitrile (65 ml) were mixed with stirring at laboratory temperature and stirring was continued for 1 hour at 45°-55° C. The mixture was then cooled in an ice bath to 15° C. and 4-n-butyl-2-nitroaniline (19.0 g) was added in portions with stirring during 15 minutes, the temperature of the stirred reaction mixture being maintained between 15 and 18° C. during the addition. When the addition was complete the mixture was st... The reactants are CC(C)C(NCc1cc(Oc2ccccc2)ncc1[N+](=O)[O-])C(=O)N(C)CCc1ccccc1, CCO, CCOC(C)=O. Yields the product CC(C)C(NCc1cc(Oc2ccccc2)ncc1N)C(=O)N(C)CCc1ccccc1. Reaction SMILES: [CH3:1][CH:2]([CH:3]([C:4](=[O:5])[N:6]([CH2:7][CH2:8][c:9]1[cH:10][cH:11][cH:12][cH:13][cH:14]1)[CH3:15])[NH:16][CH2:17][c:18]1[cH:19][c:20]([O:27][c:28]2[cH:29][cH:30][cH:31][cH:32][cH:33]2)[n:21][cH:22][c:23]1[N+:24]([O-:25])=[O:26])[CH3:34].[CH3:35][CH2:36][OH:37].[CH3:38][CH2:39][O:40][C:41](=[O:42])[CH3:43]>>[CH3:1][CH:2]([CH:3]([C:4](=[O:5])[N:6]([CH2:7][CH2:8][c:9]1[cH:10][cH:11][cH:12][cH:13][cH:14]1)[CH3:15])[NH:16][CH2:17][c:18]1[cH:19][c:20]([O:27][c:28]2[cH:29][cH:30][cH:31][cH:32][cH:33]2)[n:21][cH:22][c:23]1[NH2:24])[CH3:34]. Reactants: C(=O)(OC(C)(C)C)C1C(=O)NCCCC1 (Boc-caprolactam), [Li+].C[Si](C)(C)[N-][Si](C)(C)C (LiHMDS), ClC(C(Cl)(Cl)Cl)(Cl)Cl (hexachloroethane). Solvent: C1CCOC1 (THF), C1CCOC1 (THF), O1CCOCC1 (1,4-dioxane). Conditions: temperature 0 celsius, time 30 minute. Product: ClC1CC(=O)NCCC1 (3-chlorocaprolactam). Isolated yield 129.7%. As a reaction SMILES: C([CH:8]1[CH2:15][CH2:14][CH2:13][CH2:12][NH:11][C:9]1=[O:10])(OC(C)(C)C)=O.[Li+].C[Si]([N-][Si](C)(C)C)(C)C.[Cl:26]C(Cl)(Cl)C(Cl)(Cl)Cl>C1COCC1.O1CCOCC1>[Cl:26][CH:15]1[CH2:14][CH2:13][CH2:12][NH:11][C:9](=[O:10])[CH2:8]1 |f:1.2|. Procedure details: Example 228 B) To a solution of 1 g (0.0047 mol) of this Boc-caprolactam product of Example 228 A in 10 mL of anhydrous THF at -78° C. was added 0.005 mol of LiHMDS. After stirring for 30 minutes, 1.2 g (0.005 mol) of hexachloroethane in 5 ml of anhydrous THF was added. The mixture was allowed to warm to 0° C. and was quenched with dilute HCl. The mixture was extracted with EtOAc and the organic layer was washed with 5% HCl, dried (MgSO4), filtered and concentrated to afford a yellow oil. The re... Starting materials: CC(=O)O[BH-](OC(C)=O)OC(C)=O, CCN(CC)c1ccc(-c2nc3c(N4CCNCC4)cccc3[nH]2)cc1, CCn1cc(C=O)c(=O)[nH]c1=O, CN1CCCC1=O, [Na+], O. Yields the product CCN(CC)c1ccc(-c2nc3c(N4CCN(Cc5cn(CC)c(=O)[nH]c5=O)CC4)cccc3[nH]2)cc1. RXN SMILES: [C:39]([O:40][BH-:41]([O:42][C:43](=[O:44])[CH3:45])[O:46][C:47](=[O:48])[CH3:49])(=[O:50])[CH3:51].[CH2:1]([CH3:2])[N:3]([c:4]1[cH:5][cH:6][c:7](-[c:10]2[n:11][c:12]3[c:13]([nH:14]2)[cH:15][cH:16][cH:17][c:18]3[N:19]2[CH2:20][CH2:21][NH:22][CH2:23][CH2:24]2)[cH:8][cH:9]1)[CH2:25][CH3:26].[CH2:27]([CH3:28])[n:29]1[c:30](=[O:38])[nH:31][c:32](=[O:37])[c:33]([CH:35]=[O:36])[cH:34]1.[CH3:53][N:54]1[CH2:55][CH2:56][CH2:57][C:58]1=[O:59].[Na+:52].[OH2:60]>>[CH2:1]([CH3:2])[N:3]([c:4]1[cH:5][cH:6][c:7](-[c:10]2[n:11][c:12]3[c:13]([nH:14]2)[cH:15][cH:16][cH:17][c:18]3[N:19]2[CH2:20][CH2:21][N:22]([CH2:35][c:33]3[c:32](=[O:37])[nH:31][c:30](=[O:38])[n:29]([CH2:27][CH3:28])[cH:34]3)[CH2:23][CH2:24]2)[cH:8][cH:9]1)[CH2:25][CH3:26].